Dataset: the Open Reaction Database (ORD), a public repository of structured organic reaction records. Task: describe an organic reaction: reactants, conditions, products, and yield The reactants are C=CCCCC, CO, N#Cc1cc(-c2ccnc(Nc3cccc(Cl)c3)n2)ccn1, [Na+], [Na+], O=C([O-])[O-], OO. Product: NC(=O)c1cc(-c2ccnc(Nc3cccc(Cl)c3)n2)ccn1. Reaction SMILES: [CH2:25]=[CH:26][CH2:27][CH2:28][CH2:29][CH3:30].[CH3:37][OH:38].[Cl:1][c:2]1[cH:3][c:4]([NH:8][c:9]2[n:10][cH:11][cH:12][c:13](-[c:15]3[cH:16][c:17]([C:21]#[N:22])[n:18][cH:19][cH:20]3)[n:14]2)[cH:5][cH:6][cH:7]1.[Na+:31].[Na+:32].[O-:33][C:34](=[O:35])[O-:36].[OH:23][OH:24]>>[Cl:1][c:2]1[cH:3][c:4]([NH:8][c:9]2[n:10][cH:11][cH:12][c:13](-[c:15]3[cH:16][c:17]([C:21]([NH2:22])=[O:33])[n:18][cH:19][cH:20]3)[n:14]2)[cH:5][cH:6][cH:7]1. The reactants are FC(SC1=CC=C(C=C1)NC1=C(C(=O)NC2=CC(=CC=C2)S(=O)(=O)NCC=2OC=CC2)C=CC=C1)F (2-[[4-[(difluoromethyl)thio]phenyl]amino]-N-[3-[[(2-furanylmethyl)amino]sulfonyl]phenyl]-benzamide), N=1CCCC1NS(=O)(=O)C=1C=C(C=CC1)NC(C1=C(C=CC=C1)OC1=CC=CC=C1)=O (N-[3-[[(3,4-dihydro-2H-pyrrol-5-yl)amino]sulfonyl]phenyl]-2-phenoxy-benzamide), CN(S(=O)(=O)C=1C=CC(=C(C1)NC(C1=C(C=CC=C1)SC1=C(C=C(C=C1)C(F)(F)F)[N+](=O)[O-])=O)C)C (N-[5-[(dimethylamino)sulfonyl]-2-methylphenyl]-2-[[2-nitro-4-(trifluoromethyl)phenyl]thio]-benzamide), NS(=O)(=O)C=1C=C(C=CC1)NC(C1=C(C=CC(=C1)[N+](=O)[O-])OC1=CC=C(C=C1)OC)=O (N-[3-(aminosulfonyl)phenyl]-2-(4-methoxyphenoxy)-5-nitro-benzamide), NS(=O)(=O)C=1C=C(C=CC1OC)NC(C1=C(C=CC=C1)C(C1=CC(=C(C=C1)SC)[N+](=O)[O-])=O)=O (N-[3-(aminosulfonyl)-4-methoxyphenyl]-2-[4-(methylthio)-3-nitrobenzoyl]-benzamide), C1(CC1)NS(=O)(=O)C=1C=C(C=CC1)NC(C1=C(C=CC=C1)CC1=CC=CC=C1)=O (N-[3-[(cyclopropylamino)sulfonyl]phenyl]-2-(phenylmethyl)-benzamide), ClC1=C(C=C(C(=O)C2=C(C(=O)NC3=C(C=CC(=C3)S(=O)(=O)NCC)OC)C=CC=C2)C=C1)[N+](=O)[O-] (2-(4-chloro-3-nitrobenzoyl)-N-[5-[(ethylamino)sulfonyl]-2-methoxyphenyl]-benzamide), CN(S(=O)(=O)C=1C=CC(=C(C1)NC(C1=C(C=CC=C1)CC1=CC=CC=C1)=O)C)C (N-[5-[(dimethylamino)sulfonyl]-2-methylphenyl]-2-(phenylmethyl)-benzamide), C(#N)C1=C(C=CC=C1)SC1=C(C(=O)NC2=C(C=CC(=C2)S(=O)(=O)N(CC)CC)OC)C=CC=C1 (2-[(2-cyanophenyl)thio]-N-[5-[(diethylamino)sulfonyl]-2-methoxyphenyl]-benzamide), C(#N)C1=C(C=CC=C1)SC1=C(C(=O)NC2=C(C=CC(=C2)S(=O)(=O)N(CC)CC)C)C=CC=C1 (2-[(2-cyanophenyl)thio]-N-[5-[(diethylamino)sulfonyl]-2-methylphenyl]-benzamide), C(#N)C1=C(C=CC=C1)SC1=C(C(=O)NC2=C(C(=CC(=C2)S(=O)(=O)N(CC)CC)C)C)C=CC=C1 (2-[(2-cyanophenyl)thio]-N-[5-[(diethylamino)sulfonyl]-2,3-dimethylphenyl]-benzamide), CN(S(=O)(=O)C=1C=C(C=CC1)NC(C1=C(C=CC=C1)OC1=CC=CC=C1)=O)C (N-[3-[(dimethylamino)sulfonyl]phenyl]-2-phenoxy-benzamide), CN(S(=O)(=O)C=1C=CC(=C(C1)NC(C1=C(C=CC=C1)OC1=CC=CC=C1)=O)OC)C (N-[5-[(dimethylamino)sulfonyl]-2-methoxyphenyl]-2-phenoxy-benzamide), C(#N)C1=C(C=CC=C1)SC1=C(C(=O)NC2=C(C(=CC(=C2)S(=O)(=O)N(C)C)C)C)C=CC=C1 (2-[(2-cyanophenyl)thio]-N-[5-[(dimethylamino)sulfonyl]-2,3-dimethylphenyl]-benzamide). The product is C1(CC1)NS(=O)(=O)C=1C=C(C=CC1)NC(C1=C(C=CC=C1)OC1=CC=CC=C1)=O (N-[3-[(cyclopropylamino)sulfonyl]phenyl]-2-phenoxy-benzamide). RXN SMILES: N1C[CH2:3][CH2:4][C:5]=1[NH:6][S:7]([C:10]1[CH:11]=[C:12]([NH:16][C:17](=[O:31])[C:18]2[CH:23]=[CH:22][CH:21]=[CH:20][C:19]=2[O:24][C:25]2[CH:30]=[CH:29][CH:28]=[CH:27][CH:26]=2)[CH:13]=[CH:14][CH:15]=1)(=[O:9])=[O:8].CN(C)S(C1C=C(NC(=O)C2C=CC=CC=2OC2C=CC=CC=2)C=CC=1)(=O)=O.CN(C)S(C1C=CC(OC)=C(NC(=O)C2C=CC=CC=2OC2C=CC=CC=2)C=1)(=O)=O.NS(C1C=C(NC(=O)C2C=C([N+]([O-])=O)C=CC=2OC2C=CC(OC)=CC=2)C=CC=1)(=O)=O.C1(NS(C2C=C(NC(=O)C3C=CC=CC=3CC3C=CC=CC=3)C=CC=2)(=O)=O)CC1.C(C1C=CC=CC=1SC1C=CC=CC=1C(NC1C=C(S(N(C)C)(=O)=O)C=C(C)C=1C)=O)#N.C(C1C=CC=CC=1SC1C=CC=CC=1C(NC1C=C(S(N(CC)CC)(=O)=O)C=C(C)C=1C)=O)#N.CN(C)S(C1C=CC(C)=C(NC(=O)C2C=CC=CC=2CC2C=CC=CC=2)C=1)(=O)=O.C(C1C=CC=CC=1SC1C=CC=CC=1C(NC1C=C(S(N(CC)CC)(=O)=O)C=CC=1C)=O)#N.CN(C)S(C1C=CC(C)=C(NC(=O)C2C=CC=CC=2SC2C=CC(C(F)(F)F)=CC=2[N+]([O-])=O)C=1)(=O)=O.C(C1C=CC=CC=1SC1C=CC=CC=1C(NC1C=C(S(N(CC)CC)(=O)=O)C=CC=1OC)=O)#N.NS(C1C=C(NC(=O)C2C=CC=CC=2C(=O)C2C=CC(SC)=C([N+]([O-])=O)C=2)C=CC=1OC)(=O)=O.ClC1C=CC(C(C2C=CC=CC=2C(NC2C=C(S(NCC)(=O)=O)C=CC=2OC)=O)=O)=CC=1[N+]([O-])=O.FC(F)SC1C=CC(NC2C=CC=CC=2C(NC2C=CC=C(S(NCC3OC=CC=3)(=O)=O)C=2)=O)=CC=1>>[CH:5]1([NH:6][S:7]([C:10]2[CH:11]=[C:12]([NH:16][C:17](=[O:31])[C:18]3[CH:23]=[CH:22][CH:21]=[CH:20][C:19]=3[O:24][C:25]3[CH:26]=[CH:27][CH:28]=[CH:29][CH:30]=3)[CH:13]=[CH:14][CH:15]=2)(=[O:9])=[O:8])[CH2:3][CH2:4]1. Reported procedure: N-[3-[[(3,4-dihydro-2H-pyrrol-5-yl)amino]sulfonyl]phenyl]-2-phenoxy-benzamide; N-[3-[(dimethylamino)sulfonyl]phenyl]-2-phenoxy-benzamide; N-[5-[(dimethylamino)sulfonyl]-2-methoxyphenyl]-2-phenoxy-benzamide; N-[3-(aminosulfonyl)phenyl]-2-(4-methoxyphenoxy)-5-nitro-benzamide; N-[3-[(cyclopropylamino)sulfonyl]phenyl]-2-(phenylmethyl)-benzamide; 2-[(2-cyanophenyl)thio]-N-[5-[(dimethylamino)sulfonyl]-2,3-dimethylphenyl]-benzamide; 2-[(2-cyanophenyl)thio]-N-[5-[(diethylamino)sulfonyl]-2,3-dimethylphen... The reactants are COc1ccc(C2=CC(C(O[SiH](C)C)C(C)(C)C)N(C(=O)OC(C)(C)C)C2=O)cc1, CCO, [Pd]. Product: COc1ccc(C2CC(C(O[SiH](C)C)C(C)(C)C)N(C(=O)OC(C)(C)C)C2=O)cc1. RXN SMILES: [C:1]([CH3:2])([CH3:3])([CH3:4])[O:5][C:6](=[O:7])[N:8]1[C:9](=[O:30])[C:10]([c:22]2[cH:23][cH:24][c:25]([O:28][CH3:29])[cH:26][cH:27]2)=[CH:11][CH:12]1[CH:13]([O:14][SiH:15]([CH3:16])[CH3:17])[C:18]([CH3:19])([CH3:20])[CH3:21].[CH3:31][CH2:32][OH:33].[Pd:34]>>[C:1]([CH3:2])([CH3:3])([CH3:4])[O:5][C:6](=[O:7])[N:8]1[C:9](=[O:30])[CH:10]([c:22]2[cH:23][cH:24][c:25]([O:28][CH3:29])[cH:26][cH:27]2)[CH2:11][CH:12]1[CH:13]([O:14][SiH:15]([CH3:16])[CH3:17])[C:18]([CH3:19])([CH3:20])[CH3:21]. The reactants are COC(=O)c1cc(C)c2c(c1)CN(Cc1ccc(OC(F)(F)F)cc1)C2=O, CCO, NN. Yields the product Cc1cc(C(=O)NN)cc2c1C(=O)N(Cc1ccc(OC(F)(F)F)cc1)C2. Reaction SMILES: [CH3:1][O:2][C:3](=[O:4])[c:5]1[cH:6][c:7]2[c:11]([c:12]([CH3:14])[cH:13]1)[C:10](=[O:15])[N:9]([CH2:16][c:17]1[cH:18][cH:19][c:20]([O:23][C:24]([F:25])([F:26])[F:27])[cH:21][cH:22]1)[CH2:8]2.[CH3:30][CH2:31][OH:32].[NH2:28][NH2:29]>>[O:2]=[C:3]([c:5]1[cH:6][c:7]2[c:11]([c:12]([CH3:14])[cH:13]1)[C:10](=[O:15])[N:9]([CH2:16][c:17]1[cH:18][cH:19][c:20]([O:23][C:24]([F:25])([F:26])[F:27])[cH:21][cH:22]1)[CH2:8]2)[NH:28][NH2:29]. The reactants are BrC1=C(C=C2C(CCC(C2=C1)=O)(C)C)OC (7-bromo-6-methoxy-4,4-dimethyl-3,4-dihydro-2H-naphthalen-1-one), BrC1=C(C=C2C(CCC(C2=C1)=O)(C)C)OC (7-bromo-6-methoxy-4,4-dimethyl-3,4-dihydro-2H-naphthalen-1-one), C(C)(C)[Mg]Br (i-PrMgBr). Yields the product BrC=1C=C2C(=CCC(C2=CC1OC)(C)C)C(C)C (6-Bromo-4-isopropyl-1,1-dimethyl-7-methoxy-1,2-dihydronaphthalene). The yield is 68.0%. As a reaction SMILES: [Br:1][C:2]1[CH:11]=[C:10]2[C:5]([C:6]([CH3:14])([CH3:13])[CH2:7][CH2:8][C:9]2=O)=[CH:4][C:3]=1[O:15][CH3:16].[CH:17]([Mg]Br)([CH3:19])[CH3:18]>>[Br:1][C:2]1[CH:11]=[C:10]2[C:5](=[CH:4][C:3]=1[O:15][CH3:16])[C:6]([CH3:14])([CH3:13])[CH2:7][CH:8]=[C:9]2[CH:17]([CH3:19])[CH3:18]. Procedure details: Following General Procedure A, 7-bromo-6-methoxy-4,4-dimethyl-3,4-dihydro-2H-naphthalen-1-one (Compound 92, 1.0 g, 3.5 mmol) was reacted with i-PrMgBr to afford 0.74 g (68%) of the title compound as a white solid. Reactants: ClC1=CC(=NC2=CC=C(C=C12)C)N1CCS(C2=C(C1)C=CC=C2)=O (4-(4-chloro-6-methylquinolin-2-yl)-2,3,4,5-tetrahydro-1,4-benzothiazepine 1-oxide), FC(CN)(CN)F (2,2-difluoropropane-1,3-diamine). Product: O=S1CCN(CC2=C1C=CC=C2)C2=NC1=CC=C(C=C1C(=C2)NCC(CN)(F)F)C (N-[2-(1-Oxido-2,3-dihydro-1,4-benzothiazepin-4(5H)-yl)-6-methylquinolin-4-yl]-2,2-difluoropropane-1,3-diamine). Reaction SMILES: Cl[C:2]1[C:11]2[C:6](=[CH:7][CH:8]=[C:9]([CH3:12])[CH:10]=2)[N:5]=[C:4]([N:13]2[CH2:19][C:18]3[CH:20]=[CH:21][CH:22]=[CH:23][C:17]=3[S:16](=[O:24])[CH2:15][CH2:14]2)[CH:3]=1.[F:25][C:26]([F:31])([CH2:29][NH2:30])[CH2:27][NH2:28]>>[O:24]=[S:16]1[C:17]2[CH:23]=[CH:22][CH:21]=[CH:20][C:18]=2[CH2:19][N:13]([C:4]2[CH:3]=[C:2]([NH:28][CH2:27][C:26]([F:31])([F:25])[CH2:29][NH2:30])[C:11]3[C:6](=[CH:7][CH:8]=[C:9]([CH3:12])[CH:10]=3)[N:5]=2)[CH2:14][CH2:15]1. Reported procedure: The title compound was prepared in analogy to Example 18-1 in Scheme 6 by using 4-(4-chloro-6-methylquinolin-2-yl)-2,3,4,5-tetrahydro-1,4-benzothiazepine 1-oxide (prepared in analogy to the one in Example 18-1) and 2,2-difluoropropane-1,3-diamine. MS obsd. (ESI+) [(M+H)+] 431, 1H NMR (400 MHz, CD3OD) δ ppm 7.93 (s, 1 H), 7.81-7.79 (m, 1 H), 7.76-7.74 (d, 2 H), 7.62-7.52 (m, 3 H), 6.25 (s, 1 H), 5.45-5.41 (d, 1 H), 5.05 (d, 1 H), 4.75 (m, 1 H), 4.45 (m, 1 H), 4.23-4.16 (m, 2 H), 3.72-3.64 (t, 2 H... The reactants are COC(=O)COc1ccc(OCC#Cc2cc(Br)cc(C#CCN3CCCCC3)c2)cc1C, CCO, [Na+], [OH-]. The product is Cc1cc(OCC#Cc2cc(Br)cc(C#CCN3CCCCC3)c2)ccc1OCC(=O)O. RXN SMILES: [CH3:1][O:2][C:3]([CH2:4][O:5][c:6]1[c:7]([CH3:32])[cH:8][c:9]([O:12][CH2:13][C:14]#[C:15][c:16]2[cH:17][c:18]([Br:31])[cH:19][c:20]([C:22]#[C:23][CH2:24][N:25]3[CH2:26][CH2:27][CH2:28][CH2:29][CH2:30]3)[cH:21]2)[cH:10][cH:11]1)=[O:33].[CH3:34][CH2:35][OH:36].[Na+:38].[OH-:37]>>[O:2]=[C:3]([CH2:4][O:5][c:6]1[c:7]([CH3:32])[cH:8][c:9]([O:12][CH2:13][C:14]#[C:15][c:16]2[cH:17][c:18]([Br:31])[cH:19][c:20]([C:22]#[C:23][CH2:24][N:25]3[CH2:26][CH2:27][CH2:28][CH2:29][CH2:30]3)[cH:21]2)[cH:10][cH:11]1)[OH:33]. Starting materials: FC1=CC=C(C=C1)[C@]1(CCN(C(O1)=O)[C@@H](C)C1=CC=C(C=C1)B1OC(C(O1)(C)C)(C)C)CCCO ((R)-6-(4-fluorophenyl)-6-(3-hydroxypropyl)-3-((S)-1-(4-(4,4,5,5-tetramethyl-1,3,2-dioxaborolan-2-yl)phenyl)ethyl)-1,3-oxazinan-2-one), BrC=1C=NC=NC1 (5-bromopyrimidine). Product: FC1=CC=C(C=C1)[C@]1(CCN(C(O1)=O)[C@@H](C)C1=CC=C(C=C1)C=1C=NC=NC1)CCCO ((R)-6-(4-fluorophenyl)-6-(3-hydroxypropyl)-3-((S)-1-(4-(pyrimidin-5-yl)phenyl)ethyl)-1,3-oxazinan-2-one). Reaction SMILES: [F:1][C:2]1[CH:7]=[CH:6][C:5]([C@:8]2([CH2:32][CH2:33][CH2:34][OH:35])[O:13][C:12](=[O:14])[N:11]([C@H:15]([C:17]3[CH:22]=[CH:21][C:20](B4OC(C)(C)C(C)(C)O4)=[CH:19][CH:18]=3)[CH3:16])[CH2:10][CH2:9]2)=[CH:4][CH:3]=1.Br[C:37]1[CH:38]=[N:39][CH:40]=[N:41][CH:42]=1>>[F:1][C:2]1[CH:7]=[CH:6][C:5]([C@:8]2([CH2:32][CH2:33][CH2:34][OH:35])[O:13][C:12](=[O:14])[N:11]([C@H:15]([C:17]3[CH:18]=[CH:19][C:20]([C:37]4[CH:38]=[N:39][CH:40]=[N:41][CH:42]=4)=[CH:21][CH:22]=3)[CH3:16])[CH2:10][CH2:9]2)=[CH:4][CH:3]=1. Procedure details: The title compound was prepared from (R)-6-(4-fluorophenyl)-6-(3-hydroxypropyl)-3-((S)-1-(4-(4,4,5,5-tetramethyl-1,3,2-dioxaborolan-2-yl)phenyl)ethyl)-1,3-oxazinan-2-one and 5-bromopyrimidine following a procedure analogous to that described in Example 1 Step 2. LC-MS Method 2 tR=1.332, m/z=436.1; 1H NMR (CD3OD) 1.49 (d, 3H), 1.83 (m, 2H), 2.14-2.28 (m, 4H), 2.42 (m, 1H), 3.08 (m, 1H), 3.49 (m, 2H), 5.52 (m, 1H), 6.99 (t, 2H), 7.08 (d, 2H), 7.23 (m, 2H), 7.42 (d, 2H), 8.91 (s, 2H), 9.06 (s, 1H). Starting materials: C(C)(=O)NC1=CC=C(C=C1)SC1=C(C=C(C(=O)O)C=C1S(N)(=O)=O)N (4-(4-acetamidophenylmercapto)-3-amino-5-sulfamoylbenzoic acid), C(C1=CC=CO1)=O (furfural). Run in COCCOCCOC (diethyleneglycol dimethyl ether). The product is C(C)(=O)NC1=CC=C(C=C1)SC1=C(C=C(C(=O)O)C=C1S(N)(=O)=O)NCC1=CC=CO1 (4-(4-acetamidopheylmercapto)-3-furfurylamino-5-sulfamoylbenzoic acid). RXN SMILES: [C:1]([NH:4][C:5]1[CH:10]=[CH:9][C:8]([S:11][C:12]2[C:20]([S:21](=[O:24])(=[O:23])[NH2:22])=[CH:19][C:15]([C:16]([OH:18])=[O:17])=[CH:14][C:13]=2[NH2:25])=[CH:7][CH:6]=1)(=[O:3])[CH3:2].[CH:26](=O)[C:27]1[O:31][CH:30]=[CH:29][CH:28]=1>COCCOCCOC>[C:1]([NH:4][C:5]1[CH:10]=[CH:9][C:8]([S:11][C:12]2[C:20]([S:21](=[O:24])(=[O:23])[NH2:22])=[CH:19][C:15]([C:16]([OH:18])=[O:17])=[CH:14][C:13]=2[NH:25][CH2:26][C:27]2[O:31][CH:30]=[CH:29][CH:28]=2)=[CH:7][CH:6]=1)(=[O:3])[CH3:2]. Reported procedure: The starting material is prepared as follows: The mixture of 2 g of 4-(4-acetamidophenylmercapto)-3-amino-5-sulfamoylbenzoic acid, 1 g of furfural and 20 ml of diethyleneglycol dimethyl ether is heated to 105° for 22 hours while stirring under nitrogen. It is evaporated under reduced pressure, the residue taken up in 75 ml of ethanol and 1 g of sodium borohydride is added portionwise while stirring at room temperature under nitrogen. After stirring overnight, 75 ml of water are added and the mix... Starting materials: O=C1Nc2ccc(Br)cc2C1=O, OCCCO, O, Cc1ccc(S(=O)(=O)O)cc1, c1ccccc1. The product is O=C1Nc2ccc(Br)cc2C12OCCCO2. Reaction SMILES: [Br:1][c:2]1[cH:3][c:4]2[c:8]([cH:9][cH:10]1)[NH:7][C:6](=[O:11])[C:5]2=[O:12].[CH2:13]([CH2:14][CH2:15][OH:16])[OH:17].[OH2:18].[c:19]1([CH3:20])[cH:21][cH:22][c:23]([S:24]([OH:25])(=[O:26])=[O:27])[cH:28][cH:29]1.[cH:30]1[cH:31][cH:32][cH:33][cH:34][cH:35]1>>[Br:1][c:2]1[cH:3][c:4]2[c:8]([cH:9][cH:10]1)[NH:7][C:6](=[O:11])[C:5]21[O:12][CH2:13][CH2:14][CH2:15][O:16]1.